This data is from the Open Reaction Database (ORD), a public repository of structured organic reaction records. The task is: describe an organic reaction: reactants, conditions, products, and yield Starting materials: FC=1C(=C2C=3N(C(CO2)C)C=C(C(C3C1)=O)C(=O)O)F (9,10-difluoro-3-methyl-7-oxo-2,3-dihydro-7H-pyrido[1,2,3-de][1,4]benzoxazine-6-carboxylic acid), CN1CCNCC1 (N-methylpiperazine). Solvent: CS(=O)C (dimethylsulfoxide). Run at time 12 hour. Product: FC=1C(=C2C=3N(C(CO2)C)C=C(C(C3C1)=O)C(=O)O)N1CCN(CC1)C (9-fluoro-3-methyl-10-(4-methyl-1-piperazinyl)-7-oxo-2,3-dihydro-7H-pyrido[1,2,3-de][1,4]benzoxazine-6-carboxylic acid). Yield: 42.8%. As a reaction SMILES: [F:1][C:2]1[C:3](F)=[C:4]2[O:9][CH2:8][CH:7]([CH3:10])[N:6]3[CH:11]=[C:12]([C:17]([OH:19])=[O:18])[C:13](=[O:16])[C:14]([CH:15]=1)=[C:5]23.[CH3:21][N:22]1[CH2:27][CH2:26][NH:25][CH2:24][CH2:23]1>CS(C)=O>[F:1][C:2]1[C:3]([N:25]2[CH2:26][CH2:27][N:22]([CH3:21])[CH2:23][CH2:24]2)=[C:4]2[O:9][CH2:8][CH:7]([CH3:10])[N:6]3[CH:11]=[C:12]([C:17]([OH:19])=[O:18])[C:13](=[O:16])[C:14]([CH:15]=1)=[C:5]23. Procedure: 1.0 g of 9,10-difluoro-3-methyl-7-oxo-2,3-dihydro-7H-pyrido[1,2,3-de][1,4]benzoxazine-6-carboxylic acid and 2.85 g of N-methylpiperazine were added to 15 ml of dimethylsulfoxide. The mixture was stirred at a temperature of from about 100° to 110° C. (bath temperature) for 12 hours and the reaction mixture was concentrated to dryness in vacuo and 40 ml of water was added to the residue. Then the product was extracted with chloroform. The extract was dried and concentrated to dryness in vacuo. The...